This data is from the Open Reaction Database (ORD), a public repository of structured organic reaction records. The task is: describe an organic reaction: reactants, conditions, products, and yield Reactants: [OH-].[Na+] (sodium hydroxide), COC(CC1=CC=C(C=C1)C1=C(C=C(C=C1)C(CC)(C1=CC(=C(C=C1)CCC(CC)(O)CC)C)CC)C)=O ((4′-{1-ethyl-1-[4-(3-ethyl-3-hydroxy-pentyl)-3-methyl-phenyl]-propyl}-2′-methyl-biphenyl-4-yl)acetic acid methyl ester), [Cl-].[NH4+] (ammonium chloride). The solvent is CO.O1CCCC1 (methanol tetrahydrofuran). Reaction conditions: time 8 hour. The product is C(C)C(CC)(C1=CC(=C(C=C1)CCC(CC)(O)CC)C)C1=CC(=C(C=C1)C1=CC=C(C=C1)CC(=O)O)C ((4′-{1-ethyl-1-[4-(3-ethyl-3-hydroxy-pentyl)-3-methyl-phenyl]-propyl}-2′-methyl-biphenyl-4-yl)-acetic Acid). Yield: 86.8%. RXN SMILES: [OH-].[Na+].C[O:4][C:5](=[O:40])[CH2:6][C:7]1[CH:12]=[CH:11][C:10]([C:13]2[CH:18]=[CH:17][C:16]([C:19]([CH2:37][CH3:38])([C:22]3[CH:27]=[CH:26][C:25]([CH2:28][CH2:29][C:30]([CH2:34][CH3:35])([OH:33])[CH2:31][CH3:32])=[C:24]([CH3:36])[CH:23]=3)[CH2:20][CH3:21])=[CH:15][C:14]=2[CH3:39])=[CH:9][CH:8]=1.[Cl-].[NH4+]>CO.O1CCCC1>[CH2:20]([C:19]([C:16]1[CH:17]=[CH:18][C:13]([C:10]2[CH:9]=[CH:8][C:7]([CH2:6][C:5]([OH:40])=[O:4])=[CH:12][CH:11]=2)=[C:14]([CH3:39])[CH:15]=1)([C:22]1[CH:27]=[CH:26][C:25]([CH2:28][CH2:29][C:30]([CH2:31][CH3:32])([OH:33])[CH2:34][CH3:35])=[C:24]([CH3:36])[CH:23]=1)[CH2:37][CH3:38])[CH3:21] |f:0.1,3.4,5.6|. Procedure: A 1 N sodium hydroxide aqueous solution (0.175 mL, 0.175 mmol) was added to a solution of (4′-{1-ethyl-1-[4-(3-ethyl-3-hydroxy-pentyl)-3-methyl-phenyl]-propyl}-2′-methyl-biphenyl-4-yl)acetic acid methyl ester (Example 49-(1); 30.1 mg, 0.058 mmol) in methanol-tetrahydrofuran (1:1, 3 mL), and the mixture was stirred at room temperature overnight. The reaction mixture was then poured into a saturated aqueous ammonium chloride solution, followed by extraction with dichloromethane. The organic layer ...